describe an organic reaction: reactants, conditions, products, and yield From a dataset of the Open Reaction Database (ORD), a public repository of structured organic reaction records. The reactants are ClC1=C(C=CC(=C1)Cl)C=1N=C(C(=NC1CC)N[C@H]1[C@H](CC2=CC=CC=C12)O)CC ((1R,2S)-1-{[5-(2,4-dichlorophenyl)-3,6-diethylpyrazin-2-yl]amino}-2,3-dihydro-1H-inden-2-ol), BrC=1N=C(C(=NC1CC)NC1CCCC2=CC=CC(=C12)OC)CC (5-bromo-3,6-diethyl-N-(8-methoxy-1,2,3,4-tetrahydronaphthalen-1-yl)pyrazin-2-amine). Reagents/catalysts: [Pd].C1(=CC=CC=C1)P(C1=CC=CC=C1)C1=CC=CC=C1.C1(=CC=CC=C1)P(C1=CC=CC=C1)C1=CC=CC=C1.C1(=CC=CC=C1)P(C1=CC=CC=C1)C1=CC=CC=C1.C1(=CC=CC=C1)P(C1=CC=CC=C1)C1=CC=CC=C1 (tetrakis(triphenylphosphine) palladium). Solvent: COCCOC (ethylene glycol dimethyl ether). Yields the product ClC1=C(C=CC(=C1)Cl)C=1N=C(C(=NC1CC)NC1CCCC2=CC=CC(=C12)OC)CC (5-(2,4-dichlorophenyl)-3,6-diethyl-N-(8-methoxy-1,2,3,4-tetrahydronaphthalen-1-yl)pyrazin-2-amine). As a reaction SMILES: [Cl:1][C:2]1[CH:7]=[C:6]([Cl:8])[CH:5]=[CH:4][C:3]=1C1N=C(CC)C(N[C@@H]2C3C(=CC=CC=3)C[C@@H]2O)=NC=1CC.Br[C:31]1[N:32]=[C:33]([CH2:52][CH3:53])[C:34]([NH:39][CH:40]2[C:49]3[C:44](=[CH:45][CH:46]=[CH:47][C:48]=3[O:50][CH3:51])[CH2:43][CH2:42][CH2:41]2)=[N:35][C:36]=1[CH2:37][CH3:38]>[Pd].C1(P(C2C=CC=CC=2)C2C=CC=CC=2)C=CC=CC=1.C1(P(C2C=CC=CC=2)C2C=CC=CC=2)C=CC=CC=1.C1(P(C2C=CC=CC=2)C2C=CC=CC=2)C=CC=CC=1.C1(P(C2C=CC=CC=2)C2C=CC=CC=2)C=CC=CC=1.COCCOC>[Cl:1][C:2]1[CH:7]=[C:6]([Cl:8])[CH:5]=[CH:4][C:3]=1[C:31]1[N:32]=[C:33]([CH2:52][CH3:53])[C:34]([NH:39][CH:40]2[C:49]3[C:44](=[CH:45][CH:46]=[CH:47][C:48]=3[O:50][CH3:51])[CH2:43][CH2:42][CH2:41]2)=[N:35][C:36]=1[CH2:37][CH3:38] |f:2.3.4.5.6|. Procedure: Following the procedure for the preparation of (1R,2S)-1-{[5-(2,4-dichlorophenyl)-3,6-diethylpyrazin-2-yl]amino}-2,3-dihydro-1H-inden-2-ol but substituting 5-bromo-3,6-diethyl-N-(8-methoxy-1,2,3,4-tetrahydronaphthalen-1-yl)pyrazin-2-amine, ethylene glycol dimethyl ether and tetrakis(triphenylphosphine) palladium and making non-critical variations provided the title compound as a oil: 1H NMR (300 MHz, CDCl3) δ) 7.50, 7.34-7.22, 6.83, 5.46, 4.45, 3.75, 2.94-2.79, 2.60-2.53, 1.92-1.77, 1.28-1.16; H... The reactants are ClC=1C=CC2=NC=3C=CC=CC3C(N2N1)=O (2-chloro-10H-pyridazino[3,2-b]quinazolin-10-one), C(C)O (ethanol), [OH-].[Na+] (sodium hydroxide). The solvent is O (water). Run at time 2 hour. The product is C(C)OC=1C=CC2=NC=3C=CC=CC3C(N2N1)=O (2-ethoxy-10H-pyridazino[3,2-b]quinazolin-10-one). As a reaction SMILES: Cl[C:2]1[CH:3]=[CH:4][C:5]2[N:14]([N:15]=1)[C:13](=[O:16])[C:12]1[CH:11]=[CH:10][CH:9]=[CH:8][C:7]=1[N:6]=2.[OH-].[Na+].[CH2:19]([OH:21])[CH3:20]>O>[CH2:19]([O:21][C:2]1[CH:3]=[CH:4][C:5]2[N:14]([N:15]=1)[C:13](=[O:16])[C:12]1[CH:11]=[CH:10][CH:9]=[CH:8][C:7]=1[N:6]=2)[CH3:20] |f:1.2|. Procedure: To 1.2 g of 2-chloro-10H-pyridazino[3,2-b]quinazolin-10-one dissolved in ethanol, there was added a solution of sodium hydroxide (2.0 g) in water (8 ml), and stirring was continued at 40° C. for 2 hours. After completion of the reaction, the solvent was removed by distillation, followed by addition of an aqueous solution of acetic acid. The precipitates were collected by filtration and recrystallized from a mixture of methanol and water to give 1.0 g of 2-ethoxy-10H-pyridazino[3,2-b]quinazolin-1... The reactants are COC(=O)C=1NC2=CC(=CC=C2C1)[N+](=O)[O-] (6-Nitro-1H-indole-2-carboxylic acid methyl ester), NCCCN (1,3-diaminopropane), C(C)(C)(C)OC(NCCNC(=O)C=1NC2=CC(=CC=C2C1)[N+](=O)[O-])=O ({2-[(6-Nitro-1H-indole-2-carbonyl)-amino]-ethyl}-carbamic acid tert-butyl ester). Product: C(C)(C)(C)OC(NCCCNC(=O)C=1NC2=CC(=CC=C2C1)[N+](=O)[O-])=O ((3-[(6-Nitro-1H-indole-2-carbonyl)-amino]-propyl)-carbamic acid tert-butyl ester). Yield: 95.0%. RXN SMILES: CO[C:3]([C:5]1[NH:6][C:7]2[C:12]([CH:13]=1)=[CH:11][CH:10]=[C:9]([N+:14]([O-:16])=[O:15])[CH:8]=2)=[O:4].[NH2:17][CH2:18][CH2:19][CH2:20][NH2:21].[C:22]([O:26][C:27](=[O:46])NCCNC(C1NC2C(C=1)=CC=C([N+]([O-])=O)C=2)=O)([CH3:25])([CH3:24])[CH3:23]>>[C:22]([O:26][C:27](=[O:46])[NH:17][CH2:18][CH2:19][CH2:20][NH:21][C:3]([C:5]1[NH:6][C:7]2[C:12]([CH:13]=1)=[CH:11][CH:10]=[C:9]([N+:14]([O-:16])=[O:15])[CH:8]=2)=[O:4])([CH3:25])([CH3:24])[CH3:23]. Procedure: Compound 121 was prepared from compound 34 with 1,3-diaminopropane, followed by Boc-protection according to the procedure for compound 35. Yield: 95%. Starting materials: O=C(NCCCCc1cccc(-c2ccc(CO)cc2)c1)OCc1ccccc1, O=C1NC(=O)c2ccccc21, CC(C)OC(=O)N=NC(=O)OC(C)C, C1CCOC1, c1ccc(P(c2ccccc2)c2ccccc2)cc1. The product is O=C(NCCCCc1cccc(-c2ccc(CN3C(=O)c4ccccc4C3=O)cc2)c1)OCc1ccccc1. Reaction SMILES: [CH2:1]([c:2]1[cH:3][cH:4][cH:5][cH:6][cH:7]1)[O:8][C:9](=[O:10])[NH:11][CH2:12][CH2:13][CH2:14][CH2:15][c:16]1[cH:17][c:18](-[c:22]2[cH:23][cH:24][c:25]([CH2:28][OH:29])[cH:26][cH:27]2)[cH:19][cH:20][cH:21]1.[O:30]=[C:31]1[NH:32][C:33](=[O:34])[c:35]2[cH:36][cH:37][cH:38][cH:39][c:40]21.[O:60]=[C:61]([O:62][CH:63]([CH3:64])[CH3:65])[N:66]=[N:67][C:68]([O:69][CH:70]([CH3:71])[CH3:72])=[O:73].[O:74]1[CH2:75][CH2:76][CH2:77][CH2:78]1.[c:41]1([P:42]([c:43]2[cH:44][cH:45][cH:46][cH:47][cH:48]2)[c:49]2[cH:50][cH:51][cH:52][cH:53][cH:54]2)[cH:55][cH:56][cH:57][cH:58][cH:59]1>>[CH2:1]([c:2]1[cH:3][cH:4][cH:5][cH:6][cH:7]1)[O:8][C:9](=[O:10])[NH:11][CH2:12][CH2:13][CH2:14][CH2:15][c:16]1[cH:17][c:18](-[c:22]2[cH:23][cH:24][c:25]([CH2:28][N:32]3[C:31](=[O:30])[c:40]4[c:35]([cH:36][cH:37][cH:38][cH:39]4)[C:33]3=[O:34])[cH:26][cH:27]2)[cH:19][cH:20][cH:21]1.